The task is: describe an organic reaction: reactants, conditions, products, and yield. This data is from the Open Reaction Database (ORD), a public repository of structured organic reaction records. The reactants are ClC1=C(C=CC=C1)[N+](=O)[O-].ClC(C(=O)[O-])C.CN(C)C=O (2-chloronitrobenzene 2-chloropropionate DMF). The solvent is Cl (HCl). Run at time 30 minute. The product is ClC1=C(C=CC=C1)[N+](=O)[O-] (2-chloronitrobenzene), methyl 2-(3-chloro-4-nitrobenzene)propionate. The yield is 68.0%. RXN SMILES: [Cl:1][C:2]1[CH:7]=[CH:6][CH:5]=[CH:4][C:3]=1[N+:8]([O-:10])=[O:9].ClC(C)C([O-])=O.CN(C=O)C>Cl>[Cl:1][C:2]1[CH:7]=[CH:6][CH:5]=[CH:4][C:3]=1[N+:8]([O-:10])=[O:9] |f:0.1.2|. Reported procedure: Example VI was repeated except that the 2-chloronitrobenzene/2-chloropropionate/DMF solution was added over a period of 30 minutes during which the temperature of the reaction mixture was maintained at 25°-30° C. by intermittent cooling with an ice/water bath, and stirring of the reaction mixture was continued for 30 minutes after completion of this dropwise addition. The reaction mixture was then poured into 150 ml of 1N HCl and extracted with four 150 ml portions of diethyl ether. The ether la... The reactants are CCNC(=O)c1cc(-c2cc(Cl)c(OCc3ccccc3)cc2OCc2ccccc2)on1, CC#N, [Ce+4], O=C1CCC(=O)N1I, O=[N+]([O-])[O-], O=[N+]([O-])[O-], O=[N+]([O-])[O-], O=[N+]([O-])[O-], O=[N+]([O-])[O-], [NH4+]. RXN SMILES: [CH2:1]([CH3:2])[NH:3][C:4](=[O:5])[c:6]1[n:7][o:8][c:9](-[c:11]2[c:12]([O:26][CH2:27][c:28]3[cH:29][cH:30][cH:31][cH:32][cH:33]3)[cH:13][c:14]([O:18][CH2:19][c:20]3[cH:21][cH:22][cH:23][cH:24][cH:25]3)[c:15]([Cl:17])[cH:16]2)[cH:10]1.[CH3:64][C:65]#[N:66].[Ce+4:46].[I:34][N:35]1[C:36](=[O:37])[CH2:38][CH2:39][C:40]1=[O:41].[N+:42]([O-:43])([O-:44])=[O:45].[N+:48]([O-:49])([O-:50])=[O:51].[N+:52]([O-:53])([O-:54])=[O:55].[N+:56]([O-:57])([O-:58])=[O:59].[N+:60]([O-:61])([O-:62])=[O:63].[NH4+:47]>>[CH2:1]([CH3:2])[NH:3][C:4](=[O:5])[c:6]1[n:7][o:8][c:9](-[c:11]2[c:12]([O:26][CH2:27][c:28]3[cH:29][cH:30][cH:31][cH:32][cH:33]3)[cH:13][c:14]([O:18][CH2:19][c:20]3[cH:21][cH:22][cH:23][cH:24][cH:25]3)[c:15]([Cl:17])[cH:16]2)[c:10]1[I:34]. The product is CCNC(=O)c1noc(-c2cc(Cl)c(OCc3ccccc3)cc2OCc2ccccc2)c1I.